This data is from the Open Reaction Database (ORD), a public repository of structured organic reaction records. The task is: describe an organic reaction: reactants, conditions, products, and yield Starting materials: NC1=CC2=C(NC(=NS2(=O)=O)C=2C(C(C3=CC=CC=C3C2O)(C)CC2CC2)=O)C=C1 (3-(7-amino-1,1-dioxido-4H-1,2,4-benzothiadiazin-3-yl)-1-(cyclopropylmethyl)-4-hydroxy-1-methylnaphthalen-2(1H)-one), N1=CC=CC=C1 (pyridine), CS(=O)(=O)Cl (methanesulfonyl chloride). Yields the product C1(CC1)CC1(C(C(=C(C2=CC=CC=C12)O)C1=NS(C2=C(N1)C=CC(=C2)NS(=O)(=O)C)(=O)=O)=O)C (N-{3-[4-(cyclopropylmethyl)-1-hydroxy-4-methyl-3-oxo-3,4-dihydronaphthalen-2-yl]-1,1-dioxido-4H-1,2,4-benzothiadiazin-7-yl}methanesulfonamide). As a reaction SMILES: [NH2:1][C:2]1[CH:30]=[CH:29][C:5]2[NH:6][C:7]([C:12]3[C:13](=[O:28])[C:14]([CH2:24][CH:25]4[CH2:27][CH2:26]4)([CH3:23])[C:15]4[C:20]([C:21]=3[OH:22])=[CH:19][CH:18]=[CH:17][CH:16]=4)=[N:8][S:9](=[O:11])(=[O:10])[C:4]=2[CH:3]=1.N1C=CC=CC=1.[CH3:37][S:38](Cl)(=[O:40])=[O:39]>ClCCl>[CH:25]1([CH2:24][C:14]2([CH3:23])[C:15]3[C:20](=[CH:19][CH:18]=[CH:17][CH:16]=3)[C:21]([OH:22])=[C:12]([C:7]3[NH:6][C:5]4[CH:29]=[CH:30][C:2]([NH:1][S:38]([CH3:37])(=[O:40])=[O:39])=[CH:3][C:4]=4[S:9](=[O:11])(=[O:10])[N:8]=3)[C:13]2=[O:28])[CH2:26][CH2:27]1. Solvent: ClCCl (dichloromethane). Procedure details: To a stirring solution of Example 165 (0.080 g, 0.189 mmol) and pyridine (0.122 mL, 1.512 mmol) in dichloromethane was added methanesulfonyl chloride (0.017 mL, 0.227 mmol) dropwise over 5 minutes and the resulting reaction mixture stirred for 12 hours. The solution was concentrated in. vacuo and purified by flash chromatography on SiO2 eluting with a 0-100% ethyl acetate/hexane gradient yielding the title compound (0.079 g, 84% yield) as a light yellow solid. 1H NMR (300 MHz, DMSO-d6): δ ppm -0... The yield is 83.3%. Reaction conditions: time 12 hour. The reactants are S(=O)(=O)([O-])C1=CC=C(C)C=C1 (tosylate), N[C@H](C(=O)OCC(C)(C)C)CC(C)C ((S)-neopentyl 2-amino-4-methylpentanoate), P(OC1=CC=CC2=CC=CC=C12)(=O)(Cl)Cl (naphthalen-1-yl phosphorodichloridate), TEA, C(Cl)Cl (DCM). Product: ClC1=C(C2=CC=CC=C2C=C1)OP(=O)=N[C@H](C(=O)OCC(C)(C)C)CC(C)C ((2S)-neopentyl 2-(chloro(naphthalen-1-yloxy)phosphorylamino)-4-methylpentanoate). The yield is 77.0%. RXN SMILES: S(C1C=CC(C)=CC=1)([O-])(=O)=O.[NH2:12][C@@H:13]([CH2:22][CH:23]([CH3:25])[CH3:24])[C:14]([O:16][CH2:17][C:18]([CH3:21])([CH3:20])[CH3:19])=[O:15].[P:26](Cl)(Cl)(=[O:38])[O:27][C:28]1[C:37]2[C:32](=[CH:33][CH:34]=[CH:35][CH:36]=2)[CH:31]=[CH:30][CH:29]=1.C(Cl)[Cl:42]>>[Cl:42][C:29]1[CH:30]=[CH:31][C:32]2[C:37](=[CH:36][CH:35]=[CH:34][CH:33]=2)[C:28]=1[O:27][P:26](=[N:12][C@@H:13]([CH2:22][CH:23]([CH3:25])[CH3:24])[C:14]([O:16][CH2:17][C:18]([CH3:19])([CH3:20])[CH3:21])=[O:15])=[O:38]. Procedure: Using the general procedure for synthesizing naphthyl (aminoacid ester) phosphorochloridates the tosylate salt of (S)-neopentyl 2-amino-4-methylpentanoate (2.33 g), naphthalen-1-yl phosphorodichloridate (1.63 g), TEA (1.74 mL) and DCM (70 mL) were combined to give (2S)-neopentyl 2-(chloro(naphthalen-1-yloxy)phosphorylamino)-4-methylpentanoate in an 77% yield (2.04 g), as a pale yellow thick oil. Starting materials: COC([C@@H]1CO1)=O ((S)-Methylglycidate), C(C1=CC=CC=C1)S (Benzyl mercaptan). The product is COC([C@H](CSCC1=CC=CC=C1)O)=O ((R)-3-Benzylsulfanyl-2-hydroxy-propionic acid methyl ester). The yield is 92.0%. RXN SMILES: [CH3:1][O:2][C:3](=[O:7])[C@H:4]1[O:6][CH2:5]1.[CH2:8]([SH:15])[C:9]1[CH:14]=[CH:13][CH:12]=[CH:11][CH:10]=1>>[CH3:1][O:2][C:3](=[O:7])[C@@H:4]([OH:6])[CH2:5][S:15][CH2:8][C:9]1[CH:14]=[CH:13][CH:12]=[CH:11][CH:10]=1. Procedure: This reaction was performed as previously described by Deechongkit, S.; You, S.-L.; Kelly, J. W. Org. Lett. 2004, 6, 497, using (S)-Methylglycidate 110a and Benzyl mercaptan. (R)-3-Benzylsulfanyl-2-hydroxy-propionic acid methyl ester 110b (7.41 g, 31.41 mmol, 92%) was isolated as a viscous oil: MS calcd. for C11H14O3S (M+H+) 227.1, found 227.3.